This data is from the Open Reaction Database (ORD), a public repository of structured organic reaction records. The task is: describe an organic reaction: reactants, conditions, products, and yield Starting materials: C=O (formaldehyde), O1C=C(C=C1)CC[C@H]1CN(CCN1)C1=NC2=C(NC=3SC(=CC13)C)C=CC=C2 ((S)-10-[3-(2-furan-3-yl-ethyl)-piperazin-1-yl]-2-methyl-4H-3-thia-4,9-diaza-benzo[f]azulene), C(C)(=O)O[BH-](OC(C)=O)OC(C)=O.[Na+] (sodium triacetoxyborohydride). The solvent is C([O-])(O)=O.[Na+] (sodium bicarbonate), C(Cl)Cl (methylene chloride). Conditions: time 15 minute. The product is O1C=C(C=C1)CC[C@H]1CN(CCN1C)C1=NC2=C(NC=3SC(=CC13)C)C=CC=C2 ((S)-10-[3-(2-Furan-3-yl-ethyl)-4-methyl-piperazin-1-yl]-2-methyl-4H-3-thia-4,9-diaza-benzo[f]azulene). The yield is 78.6%. Reaction SMILES: C=O.[O:3]1[CH:7]=[CH:6][C:5]([CH2:8][CH2:9][C@@H:10]2[NH:15][CH2:14][CH2:13][N:12]([C:16]3[C:25]4[CH:24]=[C:23]([CH3:26])[S:22][C:21]=4[NH:20][C:19]4[CH:27]=[CH:28][CH:29]=[CH:30][C:18]=4[N:17]=3)[CH2:11]2)=[CH:4]1.[C:31](O[BH-](OC(=O)C)OC(=O)C)(=O)C.[Na+]>C(Cl)Cl.C(=O)(O)[O-].[Na+]>[O:3]1[CH:7]=[CH:6][C:5]([CH2:8][CH2:9][C@@H:10]2[N:15]([CH3:31])[CH2:14][CH2:13][N:12]([C:16]3[C:25]4[CH:24]=[C:23]([CH3:26])[S:22][C:21]=4[NH:20][C:19]4[CH:27]=[CH:28][CH:29]=[CH:30][C:18]=4[N:17]=3)[CH2:11]2)=[CH:4]1 |f:2.3,5.6|. Procedure details: Add formaldehyde (49 μL, 0.61 mmol, 37% in water) to a solution of (S)-10-[3-(2-furan-3-yl-ethyl)-piperazin-1-yl]-2-methyl-4H-3-thia-4,9-diaza-benzo[f]azulene (219 mg, 0.56 mmol) in methylene chloride (20 mL). Stir 15 min at ambient temperature. Add sodium triacetoxyborohydride (177 mg, 0.56 mmol) and stir 1 h at ambient temperature. Dilute with saturated sodium bicarbonate solution and extract with methylene chloride. Dry the extracts with sodium sulfate, filter and concentrate the filtrate. Pu... Reactants: C(Cl)Cl (methylene chloride), C1=CC(=C2C(=C1)O[C@H](CO2)CO)N3CCN(CC3)CCNC(=O)C=4C=CC(=CC4)F (flesinoxan), ( a ). Product: C(C1=CC=CC=C1)(=O)Cl (benzoyl chloride), compound ( 2 ). As a reaction SMILES: C1C=C2O[C@@H](CO)COC2=C(N2CCN(CCN[C:22]([C:24]3[CH:25]=[CH:26][C:27](F)=[CH:28][CH:29]=3)=[O:23])CC2)C=1.C(Cl)[Cl:32]>>[C:22]([Cl:32])(=[O:23])[C:24]1[CH:25]=[CH:26][CH:27]=[CH:28][CH:29]=1. Reported procedure: Preparation of flesinoxan from R-(+)-BDA ##STR13## (a). Benzoylation of R-(+)-BDA(1) with benzoyl chloride in methylene chloride as the solvent, to produce compound (2).